Dataset: the Open Reaction Database (ORD), a public repository of structured organic reaction records. Task: describe an organic reaction: reactants, conditions, products, and yield The reactants are [Si](C)(C)(C(C)(C)C)OCCCCCOC=1C(=CC=2C(CCC(C2C1)(C)C)(C)C)\C(=C/C=C/C(=C/C(=O)O)/C)\C ((E,E,Z)-7-{3-[5-(tert-butyldimethylsilyloxy)pentyloxy]-5,5,8,8-tetramethyl-5,6,7,8-tetrahydro-2-naphthyl}-3-methyl-2,4,6-octatrienoic acid), solution, [F-].C(CCC)[N+](CCCC)(CCCC)CCCC (tetrabutylammonium fluoride), C(C)(=O)OCC (ethyl acetate), O (water). The solvent is C1CCOC1 (THF), C1CCOC1 (THF). Yields the product OCCCCCOC=1C(=CC=2C(CCC(C2C1)(C)C)(C)C)\C(=C/C=C/C(=C/C(=O)O)/C)\C ((E,E,Z)-7-[3-(5-hydroxypentyloxy)-5,5,8,8-tetramethyl-5,6,7,8-tetrahydro-2-naphthyl]-3-methyl-2,4,6-octatrienoic acid). RXN SMILES: [Si]([O:8][CH2:9][CH2:10][CH2:11][CH2:12][CH2:13][O:14][C:15]1[C:16](/[C:29](/[CH3:39])=[CH:30]\[CH:31]=[CH:32]\[C:33](\[CH3:38])=[CH:34]\[C:35]([OH:37])=[O:36])=[CH:17][C:18]2[C:19]([CH3:28])([CH3:27])[CH2:20][CH2:21][C:22]([CH3:26])([CH3:25])[C:23]=2[CH:24]=1)(C(C)(C)C)(C)C.[F-].C([N+](CCCC)(CCCC)CCCC)CCC.C(OCC)(=O)C.O>C1COCC1>[OH:8][CH2:9][CH2:10][CH2:11][CH2:12][CH2:13][O:14][C:15]1[C:16](/[C:29](/[CH3:39])=[CH:30]\[CH:31]=[CH:32]\[C:33](\[CH3:38])=[CH:34]\[C:35]([OH:37])=[O:36])=[CH:17][C:18]2[C:19]([CH3:28])([CH3:27])[CH2:20][CH2:21][C:22]([CH3:26])([CH3:25])[C:23]=2[CH:24]=1 |f:1.2|. Reported procedure: A mixture of (E,E,Z)-7-{3-[5-(tert-butyldimethylsilyloxy)pentyloxy]-5,5,8,8-tetramethyl-5,6,7,8-tetrahydro-2-naphthyl}-3-methyl-2,4,6-octatrienoic acid (850 mg, 1.5 mmol) and a 1M solution in THF of tetrabutylammonium fluoride (TBAF) (3.1 ml) in THF (10 ml) was stirred at room temperature for 1 h and then treated with ethyl acetate and with water. After settling, the organic phase was separated and washed twice with water, dried over anhydrous magnesium sulfate and concentrated in a rotary evapo... Starting materials: N1C=CC2=CC=CC=C12 (indole), BrC1=C2C(=C(C=3NC4=CC=C(C=C4C13)Cl)OCCN(C)C)NC=1C=CC(=CC12)Cl (2-(12-bromo-2,10-dichloro-5,7-dihydroindolo[2,3-b]carbazol-6-yloxy)-N,N-dimethylethanamine). Yields the product ClC=1C=C2C=3C(=C4C(=C(C3NC2=CC1)OCCN(C)C)NC=1C=CC(=CC14)Cl)N1CCCC1 (2-(2,10-dichloro-12-(pyrrolidin-1-yl)-5,7-dihydroindolo[2,3-b]carbazol-6-yloxy)-N,N-dimethylethanamine). As a reaction SMILES: [NH:1]1[C:9]2[C:4](=CC=CC=2)[CH:3]=[CH:2]1.Br[C:11]1[C:23]2[C:22]3[C:17](=[CH:18][CH:19]=[C:20]([Cl:24])[CH:21]=3)[NH:16][C:15]=2[C:14]([O:25][CH2:26][CH2:27][N:28]([CH3:30])[CH3:29])=[C:13]2[NH:31][C:32]3[CH:33]=[CH:34][C:35]([Cl:38])=[CH:36][C:37]=3[C:12]=12>>[Cl:38][C:35]1[CH:36]=[C:37]2[C:32](=[CH:33][CH:34]=1)[NH:31][C:13]1[C:14]([O:25][CH2:26][CH2:27][N:28]([CH3:30])[CH3:29])=[C:15]3[NH:16][C:17]4[CH:18]=[CH:19][C:20]([Cl:24])=[CH:21][C:22]=4[C:23]3=[C:11]([N:1]3[CH2:9][CH2:4][CH2:3][CH2:2]3)[C:12]2=1. Procedure: The title compound was prepared in a manner analogous to Example 126 except the starting indole is 2-(12-bromo-2,10-dichloro-5,7-dihydroindolo[2,3-b]carbazol-6-yloxy)-N,N-dimethylethanamine. 1H-NMR (400 MHz, CDCl3) δ ppm 10.14 (br s, 2 H), 8.11 (s, 2 H), 7.37-7.28 (m, 4H), 4.34 (t, J=4.4 Hz, 2 H), 3.67-3.55 (m, 4 H), 2.72 (t, J=4.4 Hz, 2 H), 2.53 (s, 6 H), 2.45-2.33 (m, 4H); MS (ESI) m/z 479.1 (M−H)−; MS (ESI) m/z 481.1 (M+H)+ Reactants: FC(OC=1C=NC(=NC1)NC1=CC=C(C=C1)[C@@H]1CN(CCO1)C(=O)OC(C)(C)C)F ((R)-tert-Butyl 2-(4-(5-(difluoromethoxy)pyrimidin-2-ylamino)phenyl)morpholine-4-carboxylate), FC(C(=O)O)(F)F (Trifluoroacetic acid), C(C)#N (acetonitrile), O (water). Run in CCOC(=O)C.C1CCOC1 (EtOAc THF). Run at temperature 80 celsius, time 4 hour. Product: FC(OC=1C=NC(=NC1)NC1=CC=C(C=C1)[C@@H]1CNCCO1)F ((R)-5-(difluoromethoxy)-N-(4-(morpholin-2-yl)phenyl)pyrimidin-2-amine). Yield: 70.1%. Reaction SMILES: [F:1][CH:2]([F:30])[O:3][C:4]1[CH:5]=[N:6][C:7]([NH:10][C:11]2[CH:16]=[CH:15][C:14]([C@H:17]3[O:22][CH2:21][CH2:20][N:19](C(OC(C)(C)C)=O)[CH2:18]3)=[CH:13][CH:12]=2)=[N:8][CH:9]=1.C(#N)C.O.FC(F)(F)C(O)=O>CCOC(C)=O.C1COCC1>[F:30][CH:2]([F:1])[O:3][C:4]1[CH:5]=[N:6][C:7]([NH:10][C:11]2[CH:16]=[CH:15][C:14]([C@H:17]3[O:22][CH2:21][CH2:20][NH:19][CH2:18]3)=[CH:13][CH:12]=2)=[N:8][CH:9]=1 |f:4.5|. Procedure: (R)-tert-Butyl 2-(4-(5-(difluoromethoxy)pyrimidin-2-ylamino)phenyl)morpholine-4-carboxylate (58 mg) was combined with acetonitrile (2 ml) and water (6 ml). Trifluoroacetic acid (138 μl) was added. The vial was capped and shaken at 80° C. for 4 hours. The reaction mixture was then poured into EtOAc/THF (1:1) and washed with 1 M aq. NaOH. The organic layer was separated, dried over Na2SO4 and concentrated in vacuo. The crude material was purified by flash column chromatography (Isolute® Flash-NH2 ... The reactants are BrC=1C=C(C=CC1)O (3-bromophenol), BrC=1C=C(CBr)C=CC1 (3-bromobenzyl bromide), C(=O)([O-])[O-].[K+].[K+] (K2CO3), [Na+].[I-] (NaI). Solvent: CC(=O)C (acetone). Product: BrC=1C=C(C=CC1)COC=1C=C(C=CC1)Br (3-[(m-bromophenyl)methoxy]bromobenzene). Reaction SMILES: [Br:1][C:2]1[CH:3]=[C:4]([OH:8])[CH:5]=[CH:6][CH:7]=1.[Br:9][C:10]1[CH:11]=[C:12]([CH:15]=[CH:16][CH:17]=1)[CH2:13]Br.C([O-])([O-])=O.[K+].[K+].[Na+].[I-]>CC(C)=O>[Br:9][C:10]1[CH:11]=[C:12]([CH2:13][O:8][C:4]2[CH:3]=[C:2]([Br:1])[CH:7]=[CH:6][CH:5]=2)[CH:15]=[CH:16][CH:17]=1 |f:2.3.4,5.6|. Procedure: A mixture of 3-bromophenol (13.8 g, 80 mmol), 3-bromobenzyl bromide (10 g, 40 mmol), K2CO3 (16.6 g. 120 mmol) and NaI (300 mg, 2 mmol) in acetone (100 mL) was heated to reflux for 12 hours. The reaction mixture was cooled to rt, concentrated in vacuo and partitioned between Et2O (300 mL) and water (300 mL). The organic phase was washed with aqueous NaOH (1 M, 300 mL), dried (Na2SO4), filtered and concentrated in vacuo to give 3-[(m-bromophenyl)methoxy]bromobenzene as a clear oil. MS (APCI) m/z 3... Starting materials: [Br-].C(CCCCCC)[PH3+] (n-heptylphosphonium bromide), CC(C)([O-])C.[K+] (Potassium tert-butoxide), [Si](C)(C)(C(C)(C)C)O[C@H]1[C@@H]([C@@H]2[C@@H](OC(C2)=O)C1)C=O ((3aR,4R,5R,6aS)-5-(tert-butyldimethylsilyloxy)-2-oxohexahydro-2H-cyclopenta[b]furan-4-carbaldehyde). The solvent is C1CCOC1 (THF), C1CCOC1 (THF). Reaction conditions: time 45 minute. Yields the product [Si](C)(C)(C(C)(C)C)O[C@H]1[C@@H]([C@@H]2[C@@H](OC(C2)=O)C1)C=CCCCCCC ((3aR,4R,5R,6aS)-5-(tert-butyldimethylsilyloxy)-4-(oct-1-enyl)hexahydro-2H-cyclopenta[b]furan-2-one). Isolated yield 91.2%. Reaction SMILES: [Br-].[CH2:2]([PH3+])[CH2:3][CH2:4][CH2:5][CH2:6][CH2:7][CH3:8].CC(C)([O-])C.[K+].[Si:16]([O:23][C@@H:24]1[CH2:32][C@@H:27]2[O:28][C:29](=[O:31])[CH2:30][C@@H:26]2[C@H:25]1[CH:33]=O)([C:19]([CH3:22])([CH3:21])[CH3:20])([CH3:18])[CH3:17]>C1COCC1>[Si:16]([O:23][C@@H:24]1[CH2:32][C@@H:27]2[O:28][C:29](=[O:31])[CH2:30][C@@H:26]2[C@H:25]1[CH:33]=[CH:2][CH2:3][CH2:4][CH2:5][CH2:6][CH2:7][CH3:8])([C:19]([CH3:20])([CH3:22])[CH3:21])([CH3:17])[CH3:18] |f:0.1,2.3|. Procedure details: n-heptylphosphonium bromide (3.185 g, 7.22 mmol) was dried under vacuum for 3 days and was then taken into dry THF (22 mL). Potassium tert-butoxide (7.2 mL, 7.2 mmol, 1 M/THF) was added and the resulting red-orange solution was stirred for 45 min. at room temperature. A solution of (3aR,4R,5R,6aS)-5-(tert-butyldimethylsilyloxy)-2-oxohexahydro-2H-cyclopenta[b]furan-4-carbaldehyde (5-1, 502 mg, 1.78 mmol, Cayman) in 7 mL THF was added by cannula, rinsing with 3 mL THF. After 1.5 h, the reaction wa...